Dataset: the Open Reaction Database (ORD), a public repository of structured organic reaction records. Task: describe an organic reaction: reactants, conditions, products, and yield The reactants are O=CC1=CC=C(O)C=C1. Reagents/catalysts: O1BOC(C)(C)C1(C)C, N=1C=C(C(=C2C=CC3=C(N=CC(=C3C)C)C12)C)C, O1B(OC(C)(C)C1(C)C)B2OC(C)(C)C(O2)(C)C, NC, C[OH2+].C[OH2+].C1CC=CCCC=C1.C1CC=CCCC=C1.[Ir].[Ir]. The solvent is O1CCCC1. Run at temperature 90 celsius, time 12 hour. The product is O=CC1=CC=C(O)C(=C1)B2OC(C)(C)C(O2)(C)C. Isolated yield 79.0%.